This data is from the Open Reaction Database (ORD), a public repository of structured organic reaction records. The task is: describe an organic reaction: reactants, conditions, products, and yield The reactants are BrC1=CC(=C(C(=C1)[N+](=O)[O-])N)C (4-bromo-2-methyl-6-nitro-phenylamine), FC1=C(C=CC=C1)B1OC(C(O1)(C)C)(C)C (2-(2-fluoro-phenyl)-4,4,5,5-tetramethyl-[1,3,2]dioxaborolane). Product: FC1=C(C=CC=C1)C1=CC(=C(C(=C1)C)N)N (2′-Fluoro-5-methyl-biphenyl-3,4-diamine). Reaction SMILES: Br[C:2]1[CH:7]=[C:6]([N+:8]([O-])=O)[C:5]([NH2:11])=[C:4]([CH3:12])[CH:3]=1.[F:13][C:14]1[CH:19]=[CH:18][CH:17]=[CH:16][C:15]=1B1OC(C)(C)C(C)(C)O1>>[F:13][C:14]1[CH:19]=[CH:18][CH:17]=[CH:16][C:15]=1[C:2]1[CH:3]=[C:4]([CH3:12])[C:5]([NH2:11])=[C:6]([NH2:8])[CH:7]=1. Procedure details: The title compound was prepared from 4-bromo-2-methyl-6-nitro-phenylamine and 2-(2-fluoro-phenyl)-4,4,5,5-tetramethyl-[1,3,2]dioxaborolane using the procedures described in Example 1, steps D and E. 1H-NMR (400 MHz, CDCl3) δ: 7.36 (td, J=7.8, 1.9 Hz, 1H), 7.16-7.23 (m, 1H), 7.03-7.15 (m, 2H), 6.84 (s, 1H), 6.79-6.82 (m, 1H), 3.47 (br. s., 4H), 2.20 (s, 3H). Starting materials: C(C)(C)[Mg]Cl (isopropylmagnesium chloride), CN1C(N(CCC1)C)=O (1,3-dimethyl-3,4,5,6-tetrahydro-2(1H)-pyrimidinone), BrC=1C=C2C(CC(OC2=C(C1OC)Cl)(C)C)=O (6-bromo-8-chloro-7-methoxy-2,2-dimethyl-chroman-4-one), BrC=1C=C2C(CC(OC2=C(C1OC)Cl)(C)C)=O (6-bromo-8-chloro-7-methoxy-2,2-dimethyl-chroman-4-one). Solvent: C1CCOC1 (THF). Conditions: time 12 hour. The product is BrC=1C=C2C(=CC(OC2=C(C1OC)Cl)(C)C)C(C)C (6-Bromo-8-chloro-4-isopropyl-7-methoxy-2,2-dimethyl-2H-chromene). Reaction SMILES: [CH:1]([Mg]Cl)([CH3:3])[CH3:2].[Br:6][C:7]1[CH:8]=[C:9]2[C:14](=[C:15]([Cl:19])[C:16]=1[O:17][CH3:18])[O:13][C:12]([CH3:21])([CH3:20])[CH2:11][C:10]2=O.CN1CCCN(C)C1=O>C1COCC1>[Br:6][C:7]1[CH:8]=[C:9]2[C:14](=[C:15]([Cl:19])[C:16]=1[O:17][CH3:18])[O:13][C:12]([CH3:21])([CH3:20])[CH:11]=[C:10]2[CH:1]([CH3:3])[CH3:2]. Reported procedure: Following General Procedure C, isopropylmagnesium chloride (2.0 M in THF, 3.15 mL, 6.29 mmol), 6-bromo-8-chloro-7-methoxy-2,2-dimethyl-chroman-4-one (Compound 9, 400 mg, 1.26 mmol) and 1,3-dimethyl-3,4,5,6-tetrahydro-2(1H)-pyrimidinone (DMPU, 2 mL) in THF was reacted then quenched with 10% HCl, and stored at room temperature for 12 h. Purification by flash chromatography (silica gel, 95:5 hexane/ethyl acetate) afforded the title compound as a yellow oil.